Dataset: the Open Reaction Database (ORD), a public repository of structured organic reaction records. Task: describe an organic reaction: reactants, conditions, products, and yield Starting materials: [Li]CCCC, CS(C)(=O)=O, C[Si](C)(C)[N-][Si](C)(C)C, COc1ccc(C=O)cc1OC1CCCC1, [Li+], C1CCOC1. Yields the product COc1ccc(C(N)CS(C)(=O)=O)cc1OC1CCCC1. As a reaction SMILES: [CH2:6]([Li:7])[CH2:8][CH2:9][CH3:10].[CH3:1][S:2](=[O:3])(=[O:4])[CH3:5].[CH3:27][Si:28]([N-:29][Si:32]([CH3:33])([CH3:34])[CH3:35])([CH3:30])[CH3:31].[CH:11]1([O:16][c:17]2[cH:18][c:19]([CH:20]=[O:21])[cH:22][cH:23][c:24]2[O:25][CH3:26])[CH2:12][CH2:13][CH2:14][CH2:15]1.[Li+:36].[O:37]1[CH2:38][CH2:39][CH2:40][CH2:41]1>>[CH2:1]([S:2](=[O:3])(=[O:4])[CH3:5])[CH:20]([c:19]1[cH:18][c:17]([O:16][CH:11]2[CH2:12][CH2:13][CH2:14][CH2:15]2)[c:24]([O:25][CH3:26])[cH:23][cH:22]1)[NH2:29].